This data is from the Open Reaction Database (ORD), a public repository of structured organic reaction records. The task is: describe an organic reaction: reactants, conditions, products, and yield Reactants: [I-].[K+] (Potassium iodide), CC1=CC=C(C=C1)CCCO (3-(p-methylphenyl)propan-1-ol), P(O)(O)(O)=O (phosphoric acid). Conditions: temperature 120 celsius. Product: CC1=CC=C(C=C1)CCCI (3-(4-methylphenyl)-1-iodopropane). Yield: 68.3%. RXN SMILES: [I-:1].[K+].[CH3:3][C:4]1[CH:9]=[CH:8][C:7]([CH2:10][CH2:11][CH2:12]O)=[CH:6][CH:5]=1.P(=O)(O)(O)O>>[CH3:3][C:4]1[CH:9]=[CH:8][C:7]([CH2:10][CH2:11][CH2:12][I:1])=[CH:6][CH:5]=1 |f:0.1|. Procedure: Potassium iodide (0.90 g, 5.4 mmol) and 3-(p-methylphenyl)propan-1-ol (0.4 g, 2.7 mmol) was added to 85% phosphoric acid (5.4 mL) at rt. The solution was heated to 120° C. for 3 h, during which time an oil separated from the acid layer. The mixture was cooled to rt and poured into 150 mL of water and 150 mL of diethyl ether. The organic layer was separated, decolorized with saturated sodium bisulfite solution (100 mL), and washed with saturated sodium chloride solution (100 mL). The organic laye... Starting materials: C(C)OC(C(=O)C1=CC(=C(C=C1)Cl)Cl)=O ((3,4-Dichloro-phenyl)-oxo-acetic acid ethyl ester), C1(CCCC1)ON (O-Cyclopentyl-hydroxylamine). Run in C(C)O (ethanol). Reaction conditions: temperature 70 celsius, time 2 hour. Product: C(C)OC(/C(/C1=CC(=C(C=C1)Cl)Cl)=N/OC1CCCC1)=O ((E)-cyclopentyloxyimino-(3,4-dichloro-phenyl)-acetic acid ethyl ester). The yield is 25.7%. As a reaction SMILES: [CH2:1]([O:3][C:4](=[O:15])[C:5]([C:7]1[CH:12]=[CH:11][C:10]([Cl:13])=[C:9]([Cl:14])[CH:8]=1)=O)[CH3:2].[CH:16]1([O:21][NH2:22])[CH2:20][CH2:19][CH2:18][CH2:17]1>C(O)C>[CH2:1]([O:3][C:4](=[O:15])/[C:5](=[N:22]/[O:21][CH:16]1[CH2:20][CH2:19][CH2:18][CH2:17]1)/[C:7]1[CH:12]=[CH:11][C:10]([Cl:13])=[C:9]([Cl:14])[CH:8]=1)[CH3:2]. Procedure details: (3,4-Dichloro-phenyl)-oxo-acetic acid ethyl ester (1.08 g, 4.37 mmol) was stirred in ethanol (9.7 mL) and warmed in a 70° C. oil bath. O-Cyclopentyl-hydroxylamine (prepared as in Example 1, 722 mg, 5.25 mmol) was added. After 2 h, the reaction mixture was allowed to cool and concentrated in vacuo. Purification by flash column chromatography (Merck silica gel 60, 40-63 μm; 33% methylene chloride/hexanes) afforded (E)-cyclopentyloxyimino-(3,4-dichloro-phenyl)-acetic acid ethyl ester (371 mg, 26%) ...